Dataset: the Open Reaction Database (ORD), a public repository of structured organic reaction records. Task: describe an organic reaction: reactants, conditions, products, and yield Starting materials: FC(C=1N=CC2=C(N1)CN(C2)[C@H]2CC[C@@H]([C@H](C2)NC(OCC2=CC=CC=C2)=O)C2=C(C=C(C(=C2)F)F)F)(F)F (benzyl [(1S,2R,5S)-5-[2-(trifluoromethyl)-5,7-dihydro-6H-pyrrolo[3,4-d]pyrimidin-6-yl]-2-(2,4,5-trifluorophenyl)cyclohexyl]carbamate), C(#N)C1=C(C(=O)C(=C(C1=O)Cl)Cl)C#N (DDQ). The solvent is O1CCOCC1 (dioxane). The product is FC(C=1N=CC=2C(N1)=CN(C2)[C@H]2CC[C@@H]([C@H](C2)N)C2=C(C=C(C(=C2)F)F)F)(F)F ([(1S,2R,5S)-5-[2-(Trifluoromethyl)-6H-pyrrolo[3,4-d]pyrimidin-6-yl]-2-(2,4,5-trifluorophenyl)cyclohexyl]amine). Reaction SMILES: [F:1][C:2]([F:39])([F:38])[C:3]1[N:4]=[CH:5][C:6]2[CH2:11][N:10]([C@@H:12]3[CH2:17][C@H:16]([NH:18]C(=O)OCC4C=CC=CC=4)[C@@H:15]([C:29]4[CH:34]=[C:33]([F:35])[C:32]([F:36])=[CH:31][C:30]=4[F:37])[CH2:14][CH2:13]3)[CH2:9][C:7]=2[N:8]=1.C(C1C(=O)C(Cl)=C(Cl)C(=O)C=1C#N)#N>O1CCOCC1>[F:39][C:2]([F:1])([F:38])[C:3]1[N:4]=[CH:5][C:6]2[C:7](=[CH:9][N:10]([C@@H:12]3[CH2:17][C@H:16]([NH2:18])[C@@H:15]([C:29]4[CH:34]=[C:33]([F:35])[C:32]([F:36])=[CH:31][C:30]=4[F:37])[CH2:14][CH2:13]3)[CH:11]=2)[N:8]=1. Procedure: A solution of benzyl [(1S,2R,5S)-5-[2-(trifluoromethyl)-5,7-dihydro-6H-pyrrolo[3,4-d]pyrimidin-6-yl]-2-(2,4,5-trifluorophenyl)cyclohexyl]carbamate (265 mg) and DDQ (111 mg) in 4 nm of dioxane was stirred for 4 h and the resulting product purified by chromatography on a Biotage Horizon® system (silica, gradient 10-35% ethyl acetate/dichloromethane) to give the title compound. LC-MS 549.3 (M+1). A portion of this product (20 mg) was dissolved in acetonitrile (2 mL), treated with trimethylsilyl iod... Starting materials: NCc1ccccc1, O=C1CCC(c2ccccc2)O1, c1ccccc1. Product: O=C(CCC(O)c1ccccc1)NCc1ccccc1. Reaction SMILES: [NH2:13][CH2:14][c:15]1[cH:16][cH:17][cH:18][cH:19][cH:20]1.[c:1]1([CH:7]2[CH2:8][CH2:9][C:10](=[O:11])[O:12]2)[cH:2][cH:3][cH:4][cH:5][cH:6]1.[cH:21]1[cH:22][cH:23][cH:24][cH:25][cH:26]1>>[c:1]1([CH:7]([CH2:8][CH2:9][C:10](=[O:11])[NH:13][CH2:14][c:15]2[cH:16][cH:17][cH:18][cH:19][cH:20]2)[OH:12])[cH:2][cH:3][cH:4][cH:5][cH:6]1. The reactants are C(CCCCCCCCCCCCCCCCC)OC=1C=C(C=CC1)N (3-(octadecyloxy)benzenamine), BrCC(=O)OCC1=CC=CC=C1 (benzyl bromoacetate), C([O-])([O-])=O.[K+].[K+] (potassium carbonate). The solvent is CC(=O)C (acetone). Product: C1(=CC=CC=C1)COC(CNC1=CC(=CC=C1)OCCCCCCCCCCCCCCCCCC)=O (N-[3-(octadecyloxy) phenyl]glycine phenylmethyl ester). Isolated yield 71.9%. Reaction SMILES: [CH2:1]([O:19][C:20]1[CH:21]=[C:22]([NH2:26])[CH:23]=[CH:24][CH:25]=1)[CH2:2][CH2:3][CH2:4][CH2:5][CH2:6][CH2:7][CH2:8][CH2:9][CH2:10][CH2:11][CH2:12][CH2:13][CH2:14][CH2:15][CH2:16][CH2:17][CH3:18].Br[CH2:28][C:29]([O:31][CH2:32][C:33]1[CH:38]=[CH:37][CH:36]=[CH:35][CH:34]=1)=[O:30].C(=O)([O-])[O-].[K+].[K+]>CC(C)=O>[C:33]1([CH2:32][O:31][C:29](=[O:30])[CH2:28][NH:26][C:22]2[CH:23]=[CH:24][CH:25]=[C:20]([O:19][CH2:1][CH2:2][CH2:3][CH2:4][CH2:5][CH2:6][CH2:7][CH2:8][CH2:9][CH2:10][CH2:11][CH2:12][CH2:13][CH2:14][CH2:15][CH2:16][CH2:17][CH3:18])[CH:21]=2)[CH:38]=[CH:37][CH:36]=[CH:35][CH:34]=1 |f:2.3.4|. Procedure: A mixture of 1.08 g (3.0 mmol) of 3-(octadecyloxy)benzenamine, 0.52 ml (3.3mmol) of benzyl bromoacetate and 0.8 g (6.0 mmol) of potassium carbonate in40 ml of acetone was stirred at reflux under argon for 18 hours. The reaction mixture was filtered and the filtrate was concentrated at reducedpressure to an oil which was purified by chromatography on 150 g of silica gel using 20% ethyl acetate-hexane to give 1.1 g (72% yield, mp 55°-60°) of N-[3-(octadecyloxy) phenyl]glycine phenylmethyl ester. Starting materials: CCOc1c(Nc2cccnc2)c(=O)c1=O, NCc1ccc(COc2ccc(Cl)cc2)cc1. The product is O=c1c(NCc2ccc(COc3ccc(Cl)cc3)cc2)c(Nc2cccnc2)c1=O. As a reaction SMILES: [CH2:1]([O:2][c:4]1[c:5](=[O:16])[c:6](=[O:15])[c:7]1[NH:8][c:9]1[cH:10][n:11][cH:12][cH:13][cH:14]1)[CH3:3].[Cl:17][c:18]1[cH:19][cH:20][c:21]([O:22][CH2:23][c:24]2[cH:25][cH:26][c:27]([CH2:28][NH2:29])[cH:30][cH:31]2)[cH:32][cH:33]1>>[c:4]1([NH:29][CH2:28][c:27]2[cH:26][cH:25][c:24]([CH2:23][O:22][c:21]3[cH:20][cH:19][c:18]([Cl:17])[cH:33][cH:32]3)[cH:31][cH:30]2)[c:5](=[O:16])[c:6](=[O:15])[c:7]1[NH:8][c:9]1[cH:10][n:11][cH:12][cH:13][cH:14]1.